Dataset: the Open Reaction Database (ORD), a public repository of structured organic reaction records. Task: describe an organic reaction: reactants, conditions, products, and yield As a reaction SMILES: [CH3:34][NH2:35].[CH:1]([CH3:2])([CH3:3])[n:4]1[n:5][c:6]([C:13](=[O:14])[NH:15][CH:16]2[CH2:17][CH:18]([CH2:28][O:29][S:30]([CH3:31])(=[O:32])=[O:33])[N:19]([C:21](=[O:22])[O:23][C:24]([CH3:25])([CH3:26])[CH3:27])[CH2:20]2)[c:7]2[cH:8][cH:9][cH:10][cH:11][c:12]12.[Na+:36].[O:41]1[CH2:42][CH2:43][CH2:44][CH2:45]1.[OH:37][C:38](=[O:39])[O-:40]>>[CH:1]([CH3:2])([CH3:3])[n:4]1[n:5][c:6]([C:13](=[O:14])[NH:15][CH:16]2[CH2:17][CH:18]([CH2:28][NH:35][CH3:34])[N:19]([C:21](=[O:22])[O:23][C:24]([CH3:25])([CH3:26])[CH3:27])[CH2:20]2)[c:7]2[cH:8][cH:9][cH:10][cH:11][c:12]12. The product is CNCC1CC(NC(=O)c2nn(C(C)C)c3ccccc23)CN1C(=O)OC(C)(C)C. The reactants are CN, CC(C)n1nc(C(=O)NC2CC(COS(C)(=O)=O)N(C(=O)OC(C)(C)C)C2)c2ccccc21, [Na+], C1CCOC1, O=C([O-])O. Starting materials: C1(CCC2=CC=CC=C12)=O (1-indanone), O.C(C=O)(=O)O (glyoxylic acid monohydrate), O.NN (hydrazine hydrate). Solvent: C(C)(=O)O (acetic acid). Yields the product N=1NC(C=C2C1C1=CC=CC=C1C2)=O ([5H]-indeno[1,2-c]pyridazin-3[2H]-one). RXN SMILES: [C:1]1(=O)[C:9]2[C:4](=[CH:5][CH:6]=[CH:7][CH:8]=2)[CH2:3][CH2:2]1.O.[C:12]([OH:16])(=O)[CH:13]=O.O.[NH2:18][NH2:19]>C(O)(=O)C>[N:18]1[NH:19][C:12](=[O:16])[CH:13]=[C:2]2[CH2:3][C:4]3[C:9](=[CH:8][CH:7]=[CH:6][CH:5]=3)[C:1]=12 |f:1.2,3.4|. Procedure details: By a method similar to that described in Preparation 3, 1-indanone was treated with glyoxylic acid monohydrate and hydrazine hydrate to give [5H]-indeno[1,2-c]pyridazin-3[2H]-one, m.p. 295° (from glacial acetic acid); ν(Nujol mull), 3300-2000, 1660, 1618, 1565 and 738 cm-1 ; δ-(DMSO-d6) 3.95 (2H,s,5-H2), 6.92 (1H,m,4-H), 7.46 (3H,m,6,7,8-H), 7.73 (1H,m,9-H). Reactants: [H-].[Na+] (sodium hydride), COC(C(C1=CC=C(C=C1)O)=O)=O (4-hydroxy-alpha-oxobenzeneacetic acid methyl ester), ClC\C=C/C1=CC=CC=C1 ((Z)-(3-chloro-1-propenyl)benzene). The solvent is CN(C=O)C (dimethylformamide). Conditions: temperature 60 celsius, time 15 minute. Yields the product COC(C(C1=CC=C(C=C1)OC\C=C/C1=CC=CC=C1)=O)=O ((Z)-alpha-oxo-4-[(3-phenyl-2-propenyl)oxy]benzeneacetic acid methyl ester). RXN SMILES: [CH3:1][O:2][C:3](=[O:13])[C:4](=[O:12])[C:5]1[CH:10]=[CH:9][C:8]([OH:11])=[CH:7][CH:6]=1.[H-].[Na+].Cl[CH2:17]/[CH:18]=[CH:19]\[C:20]1[CH:25]=[CH:24][CH:23]=[CH:22][CH:21]=1>CN(C)C=O>[CH3:1][O:2][C:3](=[O:13])[C:4](=[O:12])[C:5]1[CH:10]=[CH:9][C:8]([O:11][CH2:17]/[CH:18]=[CH:19]\[C:20]2[CH:25]=[CH:24][CH:23]=[CH:22][CH:21]=2)=[CH:7][CH:6]=1 |f:1.2|. Procedure details: A stirred mixture of 4-hydroxy-alpha-oxobenzeneacetic acid methyl ester (1.79 g) in dimethylformamide (30 mL) under argon was treated with 55% sodium hydride (0.432 g), stirred for 15 minutes and treated with (Z)-(3-chloro-1-propenyl)benzene (1.9 g). The mixture was heated at 60° C. overnight and worked up as in Example 20. The crude dichloromethane extract was purified by HPLC (dichloromethane-hexane; 4:1 ) and the resulting 1.9 g of analytically pure (Z)-alpha-oxo-4-[(3-phenyl-2-propenyl)oxy]b... The reactants are ClC1=NC(=CC=2N1C=CN2)Cl (5,7-Dichloroimidazo[1,2-c]pyrimidine), O (water), FC(C(=O)O)(F)F.NCCNC1=CC=C(C(=N1)N)[N+](=O)[O-] (N6-(2-aminoethyl)-3-nitropyridine-2,6-diamine trifluoroacetate), CCN(C(C)C)C(C)C (DIPEA). The solvent is CS(=O)C (DMSO). Run at temperature 120 celsius. Product: ClC1=CC=2N(C(=N1)NCCNC1=CC=C(C(=N1)N)[N+](=O)[O-])C=CN2 (N6-{2-[(7-Chloroimidazo[1,2-c]pyrimidin-5-yl)amino]ethyl}-3-nitropyridine-2,6-diamine). RXN SMILES: Cl[C:2]1[N:7]2[CH:8]=[CH:9][N:10]=[C:6]2[CH:5]=[C:4]([Cl:11])[N:3]=1.FC(F)(F)C(O)=O.[NH2:19][CH2:20][CH2:21][NH:22][C:23]1[N:28]=[C:27]([NH2:29])[C:26]([N+:30]([O-:32])=[O:31])=[CH:25][CH:24]=1.CCN(C(C)C)C(C)C.O>CS(C)=O>[Cl:11][C:4]1[N:3]=[C:2]([NH:19][CH2:20][CH2:21][NH:22][C:23]2[N:28]=[C:27]([NH2:29])[C:26]([N+:30]([O-:32])=[O:31])=[CH:25][CH:24]=2)[N:7]2[CH:8]=[CH:9][N:10]=[C:6]2[CH:5]=1 |f:1.2|. Procedure details: 800 mg (4.13 mmol) of 5,7-dichloroimidazo[1,2-c]pyrimidine (Example 11A) are suspended in 20 ml of DMSO, and 1.62 g (4.54 mmol) of N6-(2-aminoethyl)-3-nitropyridine-2,6-diamine trifluoroacetate (Example 15A) and 1.6 g (12.38 mmol) of DIPEA are added. The mixture is heated at 120° C. for 16 h. After this time, water is added, and the precipitate which has separated out is filtered off with suction. It is washed with a little 2-propanol/water and the resulting solid is dried under high vacuum. 1.3...